This data is from the Open Reaction Database (ORD), a public repository of structured organic reaction records. The task is: describe an organic reaction: reactants, conditions, products, and yield Reactants: O=C([O-])O, COC(=O)c1cc(OCc2ccccc2)cc(-c2nnn[nH]2)c1, C[Si](C)(C)CCOCCl, CCN(C(C)C)C(C)C, ClC(Cl)Cl, [Na+], O. Product: COC(=O)c1cc(OCc2ccccc2)cc(-c2nnnn2COCC[Si](C)(C)C)c1. Reaction SMILES: [C:43](=[O:44])([OH:45])[O-:46].[CH2:19]([c:20]1[cH:21][cH:22][cH:23][cH:24][cH:25]1)[O:26][c:27]1[cH:28][c:29]([C:30](=[O:31])[O:32][CH3:33])[cH:34][c:35](-[c:37]2[n:38][n:39][n:40][nH:41]2)[cH:36]1.[CH3:10][Si:11]([CH3:12])([CH3:13])[CH2:14][CH2:15][O:16][CH2:17][Cl:18].[CH:1]([N:2]([CH:3]([CH3:4])[CH3:5])[CH2:6][CH3:7])([CH3:8])[CH3:9].[Cl:48][CH:49]([Cl:50])[Cl:51].[Na+:47].[OH2:42]>>[CH3:10][Si:11]([CH3:12])([CH3:13])[CH2:14][CH2:15][O:16][CH2:17][n:41]1[c:37](-[c:35]2[cH:34][c:29]([C:30](=[O:31])[O:32][CH3:33])[cH:28][c:27]([O:26][CH2:19][c:20]3[cH:21][cH:22][cH:23][cH:24][cH:25]3)[cH:36]2)[n:38][n:39][n:40]1.